This data is from the Open Reaction Database (ORD), a public repository of structured organic reaction records. The task is: describe an organic reaction: reactants, conditions, products, and yield Run at temperature 0 celsius, time 1 hour. The product is ClC=1NC2=CC=CC=C2C1C=O (2-Chloroindole-3-carbaldehyde). The solvent is N1=CC=CC=C1 (pyridine), ClCCl (dichloromethane), ClCCl (dichloromethane). Reaction SMILES: O=P(Cl)(Cl)[Cl:3].C[N:7]([CH:9]=O)[CH3:8].N1[C:12](=[O:20])[CH:13]=[C:14]2C=1[CH:18]=[CH:17][CH:16]=[CH:15]2.C([O-])(O)=O.[Na+]>ClCCl.N1C=CC=CC=1>[Cl:3][C:9]1[NH:7][C:8]2[C:14]([C:13]=1[CH:12]=[O:20])=[CH:15][CH:16]=[CH:17][CH:18]=2 |f:3.4|. Reported procedure: POCl3 (100 ml) was added dropwise to a mixture of dry DMF (100 ml) and dichloromethane (100 ml) kept at 0° C. Indolone (50 g) dissolved in dichloromethane (200 ml) and pyridine (50 ml) was added dropwise at 0° C. over a period of 1.5 h. Subsequent stirring at 0° C. for 1 h. The mixture was poured onto icewater (2000 ml) neutralised with NaHCO3 whereafter the mixture was stirred overnight. The aqueous phase was decanted and the organic phase evaporated followed by extraction with ethanol (boiling... Reactants: C(=O)(O)[O-].[Na+] (NaHCO3), O=P(Cl)(Cl)Cl (POCl3), CN(C)C=O (DMF), N=1C(C=C2C=CC=CC12)=O (Indolone). Reactants: CN1CCC(Oc2ccccc2[N+](=O)[O-])(c2ccccc2)CC1, CO, [H][H]. Yields the product CN1CCC(Oc2ccccc2N)(c2ccccc2)CC1. RXN SMILES: [CH3:1][N:2]1[CH2:3][CH2:4][C:5]([c:8]2[cH:9][cH:10][cH:11][cH:12][cH:13]2)([O:14][c:15]2[c:16]([N+:21]([O-:22])=[O:23])[cH:17][cH:18][cH:19][cH:20]2)[CH2:6][CH2:7]1.[CH3:26][OH:27].[H:24][H:25]>>[CH3:1][N:2]1[CH2:3][CH2:4][C:5]([c:8]2[cH:9][cH:10][cH:11][cH:12][cH:13]2)([O:14][c:15]2[c:16]([NH2:21])[cH:17][cH:18][cH:19][cH:20]2)[CH2:6][CH2:7]1. The reactants are 79, COC1=CC=C(C=C1)CCCC(CCC(=O)O)=O (4-methoxy-γ-oxobenzeneheptanoic acid), CC(C)O (2-propanol), [B-].[Na+] (sodium tetrahydroborate(1-)), Cl (hydrochloric acid). Run in O (water). The product is OC(CCC(=O)O)CCCC1=CC=C(C=C1)OC (γ-hydroxy-4-methoxybenzeneheptanoic acid). Reaction SMILES: [CH3:1][O:2][C:3]1[CH:8]=[CH:7][C:6]([CH2:9][CH2:10][CH2:11][C:12](=[O:18])[CH2:13][CH2:14][C:15]([OH:17])=[O:16])=[CH:5][CH:4]=1.CC(O)C.[B-].[Na+].Cl>O>[OH:18][CH:12]([CH2:11][CH2:10][CH2:9][C:6]1[CH:5]=[CH:4][C:3]([O:2][CH3:1])=[CH:8][CH:7]=1)[CH2:13][CH2:14][C:15]([OH:17])=[O:16] |f:2.3|. Procedure: To a suspension of 79 parts of 4-methoxy-γ-oxobenzeneheptanoic acid in 630 parts of 2-propanol at 0°-5° is added, with stirring during one-half hour, 80 parts of sodium tetrahydroborate(1-). Stirring is continued at 0°-5° for 31/2 hours after the addition is complete, at which point the reaction mixture is consecutively diluted with an equal volume of water and acidified with cold 10% hydrochloric acid. The mixture thus obtained is extracted with cold dichloromethane. The dichloromethane extract... Reactants: ClC1=C(C=CC(=C1)N1CCOCC1)S(=O)(=O)[C@@H]1C[C@H](N(C1)C(=O)C1(CC1)C1=CC=C(C=C1)Cl)C(=O)O ((2S,4R)-4-(2-Chloro-4-morpholin-4-yl-benzenesulfonyl)-1-[1-(4-chloro-phenyl)-cyclopropanecarbonyl]-pyrrolidine-2-carboxylic acid), C1(CC1)NC(C([C@H](CCC)N)=O)=O ((S)-3-Amino-2-oxo-hexanoic acid cyclopropylamide). Product: ClC1=C(C=CC(=C1)N1CCOCC1)S(=O)(=O)[C@@H]1C[C@H](N(C1)C(=O)C1(CC1)C1=CC=C(C=C1)Cl)C(=O)N[C@H](C(C(=O)NC1CC1)=O)CCC ((2S,4R)-4-(2-chloro-4-morpholinophenylsulfonyl)-1-(1-(4-chlorophenyl)cyclopropanecarbonyl)-N—((S)-1-(cyclopropylamino)-1,2-dioxohexan-3-yl)pyrrolidine-2-carboxamide). Reaction SMILES: [Cl:1][C:2]1[CH:7]=[C:6]([N:8]2[CH2:13][CH2:12][O:11][CH2:10][CH2:9]2)[CH:5]=[CH:4][C:3]=1[S:14]([C@H:17]1[CH2:21][N:20]([C:22]([C:24]2([C:27]3[CH:32]=[CH:31][C:30]([Cl:33])=[CH:29][CH:28]=3)[CH2:26][CH2:25]2)=[O:23])[C@H:19]([C:34](O)=[O:35])[CH2:18]1)(=[O:16])=[O:15].[CH:37]1([NH:40][C:41](=[O:49])[C:42](=[O:48])[C@@H:43]([NH2:47])[CH2:44][CH2:45][CH3:46])[CH2:39][CH2:38]1>>[Cl:1][C:2]1[CH:7]=[C:6]([N:8]2[CH2:13][CH2:12][O:11][CH2:10][CH2:9]2)[CH:5]=[CH:4][C:3]=1[S:14]([C@H:17]1[CH2:21][N:20]([C:22]([C:24]2([C:27]3[CH:28]=[CH:29][C:30]([Cl:33])=[CH:31][CH:32]=3)[CH2:25][CH2:26]2)=[O:23])[C@H:19]([C:34]([NH:47][C@@H:43]([CH2:44][CH2:45][CH3:46])[C:42](=[O:48])[C:41]([NH:40][CH:37]2[CH2:39][CH2:38]2)=[O:49])=[O:35])[CH2:18]1)(=[O:15])=[O:16]. Procedure: The title compound was prepared in analogy to Example 1, using (2S,4R)-4-(2-Chloro-4-morpholin-4-yl-benzenesulfonyl)-1-[1-(4-chloro-phenyl)-cyclopropanecarbonyl]-pyrrolidine-2-carboxylic acid and (S)-3-Amino-2-oxo-hexanoic acid cyclopropylamide in step 1. MS (m/e)=719.20 [M+H+]. Reported procedure: A mixture of 1-pyridin-2-ylpiperazine (16 mg, 0.1 mmol, Aldrich), paraformaldehyde (30 mg, 1 mmol), cyclohexanecarboxylic acid amide (64 mg, 0.5 mmol, Aldrich), and 42 mg of potassium carbonate (0.3 mmol) in 2 mL absolute ethyl alcohol was heated to reflux under nitrogen overnight. The mixture was cooled to room temperature, filtered, and the solvent was removed under reduced pressure. The residue was purified by flash column chromatography on silica gel (10% methanol:ethyl acetate) to give 30 m... Reaction SMILES: [N:1]1[CH:6]=[CH:5][CH:4]=[CH:3][C:2]=1[N:7]1[CH2:12][CH2:11][NH:10][CH2:9][CH2:8]1.C=O.[CH:15]1([C:21]([NH2:23])=[O:22])[CH2:20][CH2:19][CH2:18][CH2:17][CH2:16]1.[C:24](=O)([O-])[O-].[K+].[K+]>C(O)C>[N:1]1[CH:6]=[CH:5][CH:4]=[CH:3][C:2]=1[N:7]1[CH2:8][CH2:9][N:10]([CH2:24][NH:23][C:21]([CH:15]2[CH2:20][CH2:19][CH2:18][CH2:17][CH2:16]2)=[O:22])[CH2:11][CH2:12]1 |f:3.4.5|. Product: N1=C(C=CC=C1)N1CCN(CC1)CNC(=O)C1CCCCC1 (N-{[4-(2-pyridinyl)-1-piperazinyl]methyl}cyclohexanecarboxamide). The yield is 99.2%. The reactants are N1=C(C=CC=C1)N1CCNCC1 (1-pyridin-2-ylpiperazine), C=O (paraformaldehyde), C1(CCCCC1)C(=O)N (cyclohexanecarboxylic acid amide), C([O-])([O-])=O.[K+].[K+] (potassium carbonate). The solvent is C(C)O (ethyl alcohol). The reactants are ClS(=O)(=O)N=C=O (chlorosulfonyl isocyanate), NC1=NC(=CC(=N1)C)C (2-amino-4,6-dimethylpyrimidine), CC=1NC(=CC1)C (2,5-dimethylpyrrole). Solvent: ice, ClCCl (dichloromethane). Run at time 30 minute. The product is CC1=NC(=NC(=C1)C)NC(=O)NS(=O)(=O)C1=C(NC(=C1)C)C (N-[(4,6-dimethylpyrimidin-2-yl)aminocarbonyl]-2,5-dimethyl-1H-pyrrole-3-sulfonamide). Reaction SMILES: [NH2:1][C:2]1[N:7]=[C:6]([CH3:8])[CH:5]=[C:4]([CH3:9])[N:3]=1.Cl[S:11]([N:14]=[C:15]=[O:16])(=[O:13])=[O:12].[CH3:17][C:18]1[NH:19][C:20]([CH3:23])=[CH:21][CH:22]=1>ClCCl>[CH3:9][C:4]1[CH:5]=[C:6]([CH3:8])[N:7]=[C:2]([NH:1][C:15]([NH:14][S:11]([C:22]2[CH:21]=[C:20]([CH3:23])[NH:19][C:18]=2[CH3:17])(=[O:13])=[O:12])=[O:16])[N:3]=1. Procedure: To a mechanically stirred suspension of 12.3 g (0.1 mole) of 2-amino-4,6-dimethylpyrimidine in 200 ml of dry dichloromethane maintained at 0° to 5° C. under a nitrogen atmosphere was added dropwise over 30 minutes a solution of 9.2 ml (0.1 mole) of chlorosulfonyl isocyanate in 50 ml of ice-cold dichloromethane. After 30 minutes at 0° to 5° C. the resulting yellow solution was treated dropwise over 15 minutes with 20 ml (0.197 mole) of 2,5-dimethylpyrrole. This mixture was stirred 30 minutes at 0...